This data is from the Open Reaction Database (ORD), a public repository of structured organic reaction records. The task is: describe an organic reaction: reactants, conditions, products, and yield Solvent: CN(C)C=O (DMF), CN(C)C=O (DMF), CN(C)C=O (DMF), CN(C)C=O (DMF), CN(C)C=O (DMF), CN(C)C=O (DMF). RXN SMILES: CCOC(=O)c1cccc(N)c1.Cc1ccc(C(=O)O)c2ccccc12.CCOP(=O)(OCC)ON1C(=O)C2=CC=CC=C2N=N1.CCN(C(C)C)C(C)C.CN(C)C=O>>CCOC(=O)c1cccc(NC(=O)c2ccc(C)c3ccccc23)c1. The reagents and catalysts are CCOP(=O)(OCC)ON1C(=O)C2=CC=CC=C2N=N1 (DEPBT), CCN(C(C)C)C(C)C (DIPEA). Isolated yield 3.9%. Reactants: Cc1ccc(C(=O)O)c2ccccc12, CCOC(=O)c1cccc(N)c1. Product: CCOC(=O)c1cccc(NC(=O)c2ccc(C)c3ccccc23)c1. Conditions: temperature 25 celsius, time 2 hour. Reactants: CN(S(=O)(=O)C1=CC(=C(C(=O)N)C=C1)C(F)(F)F)C (4-(N,N-dimethylsulphamoyl)-2-trifluoromethylbenzamide), C(C)(=O)O (acetic acid), S(O)(O)(=O)=O (sulphuric acid), N(=O)OCCC(C)C (isoamyl nitrite). Solvent: O (water). Run at temperature 70 celsius. Product: CN(S(=O)(=O)C1=CC(=C(C(=O)O)C=C1)C(F)(F)F)C (4-(N,N-dimethylsulphamoyl)-2-trifluoromethylbenzoic acid). As a reaction SMILES: [CH3:1][N:2]([CH3:19])[S:3]([C:6]1[CH:14]=[CH:13][C:9]([C:10](N)=[O:11])=[C:8]([C:15]([F:18])([F:17])[F:16])[CH:7]=1)(=[O:5])=[O:4].C(O)(=[O:22])C.S(=O)(=O)(O)O.N(OCCC(C)C)=O>O>[CH3:1][N:2]([CH3:19])[S:3]([C:6]1[CH:14]=[CH:13][C:9]([C:10]([OH:22])=[O:11])=[C:8]([C:15]([F:18])([F:17])[F:16])[CH:7]=1)(=[O:5])=[O:4]. Reported procedure: A mixture of 4-(N,N-dimethylsulphamoyl)-2-trifluoromethylbenzamide (1.38 g), acetic acid (10 ml) and concentrated sulphuric acid (0.5 ml) were heated to 70° C. and isoamyl nitrite (15 ml) was added over 4 hours. After cooling the mixture was poured into water and extracted with ethyl acetate and washed with water. The organic phase was extracted with 2M sodium carbonate and the aqueous layer acidified to pH 1 with 2M HCl. This was extracted with ethyl acetate, washed with water, dried (anhydrous...